This data is from the Open Reaction Database (ORD), a public repository of structured organic reaction records. The task is: describe an organic reaction: reactants, conditions, products, and yield Starting materials: O (Water), aqueous solution, CS.[Na] (sodium methylmercaptan), ClC1=C(C(=O)OC)C=C(C=C1)[N+](=O)[O-] (methyl 2-chloro-5-nitrobenzoate). Solvent: CN(C=O)C (N,N-dimethylformamide). Run at time 30 minute. Yields the product CSC1=C(C(=O)OC)C=C(C=C1)[N+](=O)[O-] (methyl 2-methylthio-5-nitrobenzoate). RXN SMILES: Cl[C:2]1[CH:11]=[CH:10][C:9]([N+:12]([O-:14])=[O:13])=[CH:8][C:3]=1[C:4]([O:6][CH3:7])=[O:5].[CH3:15][SH:16].[Na].O>CN(C)C=O>[CH3:15][S:16][C:2]1[CH:11]=[CH:10][C:9]([N+:12]([O-:14])=[O:13])=[CH:8][C:3]=1[C:4]([O:6][CH3:7])=[O:5] |f:1.2,^1:16|. Reported procedure: To a solution of 10.02 g of methyl 2-chloro-5-nitrobenzoate dissolved in 100 ml of N,N-dimethylformamide, was added 23.92 g of a 15% aqueous solution of sodium methylmercaptan dropwise under ice cooling. The mixture was stirred for 30 minutes. Water was added to the reaction mixture and the whole was extracted with ethyl acetate. The organic layer was washed with saturated brine, and was dried over anhydrous magnesium sulfate. The crude product obtained by removal of the solvent under reduced pr... Starting materials: BrC1=CC=2C3=C(C=NC2C=C1)N(C(N3C=3C(=NN(C3)C)C)=O)C (8-bromo-1-(1,3-dimethyl-1H-pyrazol-4-yl)-3-methyl-1,3-dihydro-imidazo[4,5-c]quinolin-2-one), BrC1=CC=2C3=C(C=NC2C=C1)N(C(N3C=3C(=NN(C3)C)C)=O)C (8-bromo-1-(1,3-dimethyl-1H-pyrazol-4-yl)-3-methyl-1,3-dihydro-imidazo[4,5-c]quinolin-2-one), CN1CCC2=CC(=CC=C12)B1OC(C)(C)C(C)(C)O1 (1-methylindoline-5-boronic acid pinacol ester). Yields the product CN1N=C(C(=C1)N1C(N(C=2C=NC=3C=CC(=CC3C21)C=2C=C1CCN(C1=CC2)C)C)=O)C (1-(1,3-Dimethyl-1H-pyrazol-4-yl)-3-methyl-8-(1-methyl-2,3-dihydro-1H-indol-5-yl)-1,3-dihydro-imidazo[4,5-c]quinolin-2-one). Reaction SMILES: Br[C:2]1[CH:11]=[CH:10][C:9]2[N:8]=[CH:7][C:6]3[N:12]([CH3:23])[C:13](=[O:22])[N:14]([C:15]4[C:16]([CH3:21])=[N:17][N:18]([CH3:20])[CH:19]=4)[C:5]=3[C:4]=2[CH:3]=1.[CH3:24][N:25]1[C:33]2[C:28](=[CH:29][C:30](B3OC(C)(C)C(C)(C)O3)=[CH:31][CH:32]=2)[CH2:27][CH2:26]1>>[CH3:20][N:18]1[CH:19]=[C:15]([N:14]2[C:5]3[C:4]4[CH:3]=[C:2]([C:30]5[CH:29]=[C:28]6[C:33](=[CH:32][CH:31]=5)[N:25]([CH3:24])[CH2:26][CH2:27]6)[CH:11]=[CH:10][C:9]=4[N:8]=[CH:7][C:6]=3[N:12]([CH3:23])[C:13]2=[O:22])[C:16]([CH3:21])=[N:17]1. Reported procedure: The title compound was synthesized in a similar manner as described for Example 1.1 using 8-bromo-1-(1,3-dimethyl-1H-pyrazol-4-yl)-3-methyl-1,3-dihydro-imidazo[4,5-c]quinolin-2-one (Intermediate A, 40 mg, 0.106 mmol) and 1-methylindoline-5-boronic acid pinacol ester (Maybridge, Basel, Switzerland, 34 mg, 0.127 mmol) to give the title compound as a yellow solid. (HPLC: tR 2.52 min (Method A); M+H=425 MS-ES; 1H-NMR (d6-DMSO, 400 MHz) 8.87 (s, 1H), 8.16 (s, 1H), 8.00-7.97 (m, 1H), 7.83-7.81 (m, 1H)... Reactants: COc1cc(CO)ccc1S(=O)(=O)N(C)C, ClCCl, O=S(Cl)Cl. The product is COc1cc(CCl)ccc1S(=O)(=O)N(C)C. As a reaction SMILES: [CH3:1][N:2]([S:3](=[O:4])(=[O:5])[c:6]1[c:7]([O:14][CH3:15])[cH:8][c:9]([CH2:10][OH:11])[cH:12][cH:13]1)[CH3:16].[Cl:21][CH2:22][Cl:23].[S:17]([Cl:18])([Cl:19])=[O:20]>>[CH3:1][N:2]([S:3](=[O:4])(=[O:5])[c:6]1[c:7]([O:14][CH3:15])[cH:8][c:9]([CH2:10][Cl:19])[cH:12][cH:13]1)[CH3:16]. Starting materials: [Na] (sodium), BrCCCCBr (1,4-dibromobutane), C(CC)C1C(NC(S1)=O)=O (5-(propyl)-2,4-thiazolidinedione). Run in CN(C=O)C (dimethylformamide), CN(C=O)C (dimethylformamide). The product is C(CC)C1C(N(C(S1)=O)CCCCBr)=O (5-(propyl)-3-(4-bromobutyl)-2,4-thiazolidinedione). Isolated yield 67.0%. As a reaction SMILES: [Na].[CH2:2]([CH:5]1[S:9][C:8](=[O:10])[NH:7][C:6]1=[O:11])[CH2:3][CH3:4].[Br:12][CH2:13][CH2:14][CH2:15][CH2:16]Br>CN(C)C=O>[CH2:2]([CH:5]1[S:9][C:8](=[O:10])[N:7]([CH2:16][CH2:15][CH2:14][CH2:13][Br:12])[C:6]1=[O:11])[CH2:3][CH3:4] |^1:0|. Reported procedure: The sodium salt of 5-(propyl)-2,4-thiazolidinedione (1.59 g., 0.0088 mole) in 80 ml. of dry dimethylformamide is slowly added to 1,4-dibromobutane (5.68 g., 0.026 mole) in 20 ml. of dry dimethylformamide according to the procedure of Example 1(b) affords a 67% yield of 5-(propyl)-3-(4-bromobutyl)-2,4-thiazolidinedione, b.p. 117°-120° C. at 0.02 mmHg.